Dataset: the Open Reaction Database (ORD), a public repository of structured organic reaction records. Task: describe an organic reaction: reactants, conditions, products, and yield Starting materials: CN1N=CC2=CC(=CC(=C12)COCC1(CCN(CC1)C(=O)OC(C)(C)C)C1=CC=CC=C1)C(F)(F)F (tert-Butyl 4-(((1-methyl-5-(trifluoromethyl)-1H-indazol-7-yl)methoxy)methyl)-4-phenylpiperidine-1-carboxylate), CN1N=C2C(=CC(=CC2=C1)C(F)(F)F)COCC1(CCN(CC1)C(=O)OC(C)(C)C)C1=CC=CC=C1 (tert-Butyl 4-(((2-methyl-5-(trifluoromethyl)-2H-indazol-7-yl)methoxy)methyl)-4-phenylpiperidine-1-carboxylate). The product is C1(=CC=CC=C1)C1(CCN(CC1)C(=O)OC(C)(C)C)COCC=1C=C(C=C2C=NNC12)C(F)(F)F (tert-Butyl 4-phenyl-4-(((5-(trifluoromethyl)-1H-indazol-7-yl)methoxy)methyl)piperidine-1-carboxylate). Reaction SMILES: C[N:2]1[C:10]2[C:5](=[CH:6][C:7]([C:33]([F:36])([F:35])[F:34])=[CH:8][C:9]=2[CH2:11][O:12][CH2:13][C:14]2([C:27]3[CH:32]=[CH:31][CH:30]=[CH:29][CH:28]=3)[CH2:19][CH2:18][N:17]([C:20]([O:22][C:23]([CH3:26])([CH3:25])[CH3:24])=[O:21])[CH2:16][CH2:15]2)[CH:4]=[N:3]1.CN1C=C2C(C(COCC3(C4C=CC=CC=4)CCN(C(OC(C)(C)C)=O)CC3)=CC(C(F)(F)F)=C2)=N1>>[C:27]1([C:14]2([CH2:13][O:12][CH2:11][C:9]3[CH:8]=[C:7]([C:33]([F:34])([F:36])[F:35])[CH:6]=[C:5]4[C:10]=3[NH:2][N:3]=[CH:4]4)[CH2:15][CH2:16][N:17]([C:20]([O:22][C:23]([CH3:26])([CH3:24])[CH3:25])=[O:21])[CH2:18][CH2:19]2)[CH:28]=[CH:29][CH:30]=[CH:31][CH:32]=1. Procedure details: tert-Butyl 4-(((1-methyl-5-(trifluoromethyl)-1H-indazol-7-yl)methoxy)methyl)-4-phenylpiperidine-1-carboxylate and tert-Butyl 4-(((2-methyl-5-(trifluoromethyl)-2H-indazol-7-yl)methoxy)methyl)-4-phenylpiperidine-1-carboxylate. To a solution of tert-butyl 4-phenyl-4-(((5-(trifluoromethyl)-1H-indazol-7-yl)methoxy)methyl)piperidine-1-carboxylate (350 mg, 0.715 mmol) in dimethylformamide (4 mL) at 0° C. was added sodium hydride (60% in mineral oil, 57.2 mg, 1.43 mmol). After 5 min, the reaction was tr... Reactants: BrC=1C=C(N(C1)C)C(C(F)(F)F)=O (1-(4-bromo-1-methyl-1H-pyrrol-2-yl)-2,2,2-trifluoroethanone), [OH-].[NH4+] (ammonium hydroxide), Cl (HCl). Run at time 45 minute. Yields the product BrC=1C=C(N(C1)C)C(=O)N (4-bromo-1-methyl-1H-pyrrole-2-carboxylic acid amide). The yield is 81.0%. Reaction SMILES: [Br:1][C:2]1[CH:3]=[C:4]([C:8](=[O:13])C(F)(F)F)[N:5]([CH3:7])[CH:6]=1.Cl.[OH-].[NH4+:16]>>[Br:1][C:2]1[CH:3]=[C:4]([C:8]([NH2:16])=[O:13])[N:5]([CH3:7])[CH:6]=1 |f:2.3|. Reported procedure: 1-(4-bromo-1-methyl-1H-pyrrol-2-yl)-2,2,2-trifluoroethanone (5.0 g, 19.5 mmol) was dissolved in ammonium hydroxide (72.5 ml, 29.4% aqueous solution) and stirred at room temperature for 45 min. The solution was brought to pH=7 with 2N HCl. The solid precipitate was collected by filtration. The solid was washed with water and dried overnight under reduced pressure at 50° C. The aqueous layer was extracted twice with dichloromethane. The organic phase was concentrated in vacuo to afford more solid.... Starting materials: [N-]=[N+]=[N-].[Na+] (Sodium azide), S(C)(=O)(=O)[O-] (mesylate), S(=O)(=O)(C)OC1CC(CC1)C(=O)OC(C)(C)C (tert-butyl 3-mesyloxycyclopentanoate). The solvent is O (water). Yields the product N(=[N+]=[N-])C1CC(CC1)C(=O)OC(C)(C)C (tert-butyl 3-azidocyclopentanoate). As a reaction SMILES: [N-:1]=[N+:2]=[N-:3].[Na+].S([O-])(=O)(=O)C.S(O[CH:15]1[CH2:19][CH2:18][CH:17]([C:20]([O:22][C:23]([CH3:26])([CH3:25])[CH3:24])=[O:21])[CH2:16]1)(C)(=O)=O>O>[N:1]([CH:19]1[CH2:15][CH2:16][CH:17]([C:20]([O:22][C:23]([CH3:26])([CH3:25])[CH3:24])=[O:21])[CH2:18]1)=[N+:2]=[N-:3] |f:0.1|. Reported procedure: Sodium azide (156 mg) was added to the mesylate [prepared in (1) ]dissolved in hexamethylphosphamide (3 ml). The mixture was poured into water. The mixture was extracted with ethyl acetate. The extract was washed with water, dried over magnesium sulfate and then evaporated to obtain the title compound having the following physical data. Reactants: C(C1=CC=CC=C1)OC(CC(=O)C)=O (acetoacetic acid benzyl ester), ice, C([O-])([O-])=O.[Na+].[Na+] (sodium carbonate), BrBr (bromine). The solvent is CCOCC (ether). Conditions: temperature 0 celsius, time 30 minute. Yields the product C(C1=CC=CC=C1)OC(CC(=O)CBr)=O (4-bromoacetoacetic acid benzyl ester). As a reaction SMILES: [CH2:1]([O:8][C:9](=[O:14])[CH2:10][C:11]([CH3:13])=[O:12])[C:2]1[CH:7]=[CH:6][CH:5]=[CH:4][CH:3]=1.[Br:15]Br.C(=O)([O-])[O-].[Na+].[Na+]>CCOCC>[CH2:1]([O:8][C:9](=[O:14])[CH2:10][C:11]([CH2:13][Br:15])=[O:12])[C:2]1[CH:7]=[CH:6][CH:5]=[CH:4][CH:3]=1 |f:2.3.4|. Procedure details: 4.00 g (21.0 mmol) of acetoacetic acid benzyl ester was dissolved in 40 ml of ether. 1.1 ml (21.0 mmol) of bromine was dropped at 0° C. After stirring at 0° C. for 30 minutes and then at room temperature for 5 hours, about 4 g of ice and sodium carbonate were added so that pH showed 7 or more. The organic layer extracted with ether was washed with water and saturated aqueous sodium chloride solution, dried over anhydrous magnesium sulfate, concentrated and dried in vacuo to obtain 4-bromoacetoac... RXN SMILES: [N:1]1([NH:6][C:7]2[CH:16]=[CH:15][C:10]3[O:11][CH2:12][CH2:13][O:14][C:9]=3[C:8]=2[CH3:17])[CH2:5][CH2:4][N:3]=[CH:2]1.[C:18]([OH:25])(=[O:24])/[CH:19]=[CH:20]/[C:21]([OH:23])=[O:22].CCOCC>CO>[C:18]([OH:25])(=[O:24])/[CH:19]=[CH:20]/[C:21]([OH:23])=[O:22].[N:1]1([NH:6][C:7]2[CH:16]=[CH:15][C:10]3[O:11][CH2:12][CH2:13][O:14][C:9]=3[C:8]=2[CH3:17])[CH2:5][CH2:4][N:3]=[CH:2]1 |f:4.5|. Starting materials: N1(C=NCC1)NC1=C(C2=C(OCCO2)C=C1)C (6-(2-imidazolinylamino)-5-methylbenzodioxan), C(\C=C\C(=O)O)(=O)O (fumaric acid), CCOCC (ether). The solvent is CO (methanol). Yields the product C(\C=C\C(=O)O)(=O)O.N1(C=NCC1)NC1=C(C2=C(OCCO2)C=C1)C (6-(2-Imidazolinylamino)-5-methylbenzodioxan fumarate salt). Reported procedure: 1.73 g of 6-(2-imidazolinylamino)-5-methylbenzodioxan and 0.861 g of fumaric acid are dissolved in 20 mL of methanol. The solution is heated and treated with about 20 mL of ether. After cooling, the crystals which formed are collected and found to be 2.14 g of 6-(2-imidazolinylamino)-5-methylbenzodioxan fumarate salt, which melts at 199°-201° C.